This data is from the Open Reaction Database (ORD), a public repository of structured organic reaction records. The task is: describe an organic reaction: reactants, conditions, products, and yield Reactants: O=C([O-])O, COC(=O)C1CCC(C(=O)O)CC1, CNCCN(C)C, ClC(Cl)Cl, [Na+], On1nnc2ccccc21. The product is COC(=O)C1CCC(C(=O)N(C)CCN(C)C)CC1. As a reaction SMILES: [C:31](=[O:32])([O-:33])[OH:34].[CH3:1][O:2][C:3](=[O:4])[CH:5]1[CH2:6][CH2:7][CH:8]([C:11](=[O:12])[OH:13])[CH2:9][CH2:10]1.[CH3:24][N:25]([CH2:26][CH2:27][NH:28][CH3:29])[CH3:30].[CH:36]([Cl:37])([Cl:38])[Cl:39].[Na+:35].[OH:14][n:15]1[c:16]2[cH:17][cH:18][cH:19][cH:20][c:21]2[n:22][n:23]1>>[CH3:1][O:2][C:3](=[O:4])[CH:5]1[CH2:6][CH2:7][CH:8]([C:11](=[O:13])[N:28]([CH2:27][CH2:26][N:25]([CH3:24])[CH3:30])[CH3:29])[CH2:9][CH2:10]1. Reactants: NC=1C=C(C=CC1)C1=NN2C(C=CC=C2)=C1C1=NC(=NC=C1)NC1=CC(=CC=C1)CN(C)C (4-[2-(3-Aminophenyl)pyrazolo[1,5-a]pyridin-3-yl]-N-{3-[(dimethylamino)methyl]phenyl}-2-pyrimidinamine), C1CCOC1 (THF), C=1C=CC2=C(C1)N=NN2O (HOBT), polystyrene, CC1=C(N=C(S1)C1=CC=CC=C1)CC(=O)O ((5-methyl-2-phenyl-1,3-thiazol-4-yl)acetic acid), 550A. Solvent: CC(=O)N(C)C (DMA). Conditions: time 48 hour. Yields the product CN(C)CC=1C=C(C=CC1)NC1=NC=CC(=N1)C=1C(=NN2C1C=CC=C2)C=2C=C(C=CC2)NC(CC2=CSC=C2)=O (N-(3-{3-[2-({3-[(Dimethylamino)methyl]phenyl}amino)-4-pyrimidinyl]pyrazolo[1,5-a]pyridin-2-yl}phenyl)-2-(3-thienyl)acetamide). Yield: 77.8%. RXN SMILES: [NH2:1][C:2]1[CH:3]=[C:4]([C:8]2[C:16]([C:17]3[CH:22]=[CH:21][N:20]=[C:19]([NH:23][C:24]4[CH:29]=[CH:28][CH:27]=[C:26]([CH2:30][N:31]([CH3:33])[CH3:32])[CH:25]=4)[N:18]=3)=[C:11]3[CH:12]=[CH:13][CH:14]=[CH:15][N:10]3[N:9]=2)[CH:5]=[CH:6][CH:7]=1.C1COCC1.C1C=CC2N(O)N=NC=2C=1.C[C:50]1[S:54][C:53]([C:55]2C=CC=CC=2)=N[C:51]=1[CH2:61][C:62]([OH:64])=O>CC(N(C)C)=O>[CH3:32][N:31]([CH2:30][C:26]1[CH:25]=[C:24]([NH:23][C:19]2[N:18]=[C:17]([C:16]3[C:8]([C:4]4[CH:3]=[C:2]([NH:1][C:62](=[O:64])[CH2:61][C:51]5[CH:55]=[CH:53][S:54][CH:50]=5)[CH:7]=[CH:6][CH:5]=4)=[N:9][N:10]4[CH:15]=[CH:14][CH:13]=[CH:12][C:11]=34)[CH:22]=[CH:21][N:20]=2)[CH:29]=[CH:28][CH:27]=1)[CH3:33]. Reported procedure: To a solution of 4-[2-(3-aminophenyl)pyrazolo[1,5-a]pyridin-3-yl]-N-{3-[(dimethylamino)methyl]phenyl}-2-pyrimidinamine (50 mg, 0.115 mmol) (see Example 24, Step A) in 5:1 THF:DMA (2 mL) was added HOBT (46 mg, 0.34 mmol), 0.28 g polystyrene-bound carbodiimide resin (280 mg, 0.34 mmol), and (5-methyl-2-phenyl-1,3-thiazol-4-yl)acetic acid (80 mg, 0.34 mmol). After stirring at rt for 48 h, excess Dowex 550A OH anion-exchange resin was added and the resulting mixture was allowed to stir overnight. Th... Reactants: [N+](=O)(O)[O-] (nitric acid), solution, solution, OO (Hydrogen peroxide), COC=1C=C(C=C(C1OC)OC)C (3,4,5-Trimethoxy toluene), C1(=CC=C(C=C1)S(=O)(=O)O)C (para-toluene sulphonic acid), [N+](=O)(O)[O-] (nitric acid). Run in C(C)(=O)O (acetic acid), O (water), C(C)(=O)O (acetic acid), C(C)(=O)O (acetic acid). Reaction conditions: time 5 minute. The product is COC=1C(C=C(C(C1OC)=O)C)=O (2,3-Dimethoxy-5-methyl-[1,4]benzoquinone). RXN SMILES: [CH3:1][O:2][C:3]1[CH:4]=[C:5]([CH3:13])[CH:6]=[C:7]([O:11]C)[C:8]=1[O:9][CH3:10].C1(C)C=CC(S(O)(=O)=[O:21])=CC=1.OO.[N+]([O-])(O)=O>C(O)(=O)C.O>[CH3:10][O:9][C:8]1[C:7](=[O:11])[CH:6]=[C:5]([CH3:13])[C:4](=[O:21])[C:3]=1[O:2][CH3:1]. Procedure: 3,4,5-Trimethoxy toluene (18.2 g, MW 182.21, 0.1 mol), para-toluene sulphonic acid (1.7 g, MW 172.13, 0.01 mol) are dissolved in glacial acetic acid to give a total volume of 50 ml and the solution is connected to the pump 1. Hydrogen peroxide (0.2 mol, MW 34.02, 21.6 ml if H2O2 at 30% and 17.5 ml if H2O2 at 35%) diluted to 50 ml with glacial acetic acid is connected to the pump 1 (second tube). The nitric acid (90%, 0.05 mol, MW 63.02, d 1.49, 3.15 g, 3.5 g solution 90%, 2.35 ml solution 90%) d... The reactants are C[C@]12C[C@@H]([C@]3([C@H]([C@@H]1C[C@@H]4[C@]2(OC(O4)(C)C)C(=O)CO)CCC5=CC(=O)C=C[C@@]53C)F)O (Triamcinolone acetonide), steel, stainless steel, C[C@]12C[C@@H]([C@]3([C@H]([C@@H]1C[C@H]([C@@]2(C(=O)CO)O)O)C[C@@H](C4=CC(=O)C=C[C@@]43C)F)F)O (fluocinolone). Conditions: time 15 minute. The product is C[C@]12C[C@@H]([C@]3([C@H]([C@@H]1C[C@H]([C@@]2(C(=O)CO)O)O)CCC4=CC(=O)C=C[C@@]43C)F)O (Triamcinolone). As a reaction SMILES: [CH3:1][C@@:2]12[C@:10]3([C:16]([CH2:18][OH:19])=[O:17])[O:11]C(C)(C)[O:13][C@@H:9]3[CH2:8][C@H:7]1[C@@H:6]1[CH2:20][CH2:21][C:22]3[C@@:28]([CH3:29])([C@@:5]1([F:30])[C@@H:4]([OH:31])[CH2:3]2)[CH:27]=[CH:26][C:24](=[O:25])[CH:23]=3.C[C@@]12[C@@](O)(C(CO)=O)[C@H](O)C[C@H]1[C@@H]1C[C@H](F)C3[C@@](C)([C@@]1(F)[C@@H](O)C2)C=CC(=O)C=3>>[CH3:1][C@@:2]12[C@@:10]([OH:11])([C:16]([CH2:18][OH:19])=[O:17])[C@H:9]([OH:13])[CH2:8][C@H:7]1[C@@H:6]1[CH2:20][CH2:21][C:22]3[C@@:28]([CH3:29])([C@@:5]1([F:30])[C@@H:4]([OH:31])[CH2:3]2)[CH:27]=[CH:26][C:24](=[O:25])[CH:23]=3. Reported procedure: Triamcinolone acetonide was combined with a polymer in a stainless steel mortar and mixed using the Turbula shaker set at 96 RPM for 15 minutes. The powder of the fluocinolone and polymer was scraped off the walls of the steel mortar and then mixed again for an additional 15 minutes. The powder blend was heated at temperatures ranging from 110° C. to 160° C., depending on the polymer used, for a total of 30 minutes, forming a polymer/drug melt. The melt was pelletized, then loaded into the barre... The reactants are C[C@@H]1N(CCC1)CCCOC1=CN=C2N3CCNC(C3=CC2=C1)=O (7-[3-((S)-2-Methyl-pyrrolidin-1-yl)-propoxy]-3,4-dihydro-2H-2,4a,5-triaza-fluoren-1-one), C[C@H]1NCCC1 ((R)-2-methylpyrrolidine). Product: C[C@H]1N(CCC1)CCCOC1=CN=C2N3CCNC(C3=CC2=C1)=O (7-[3-((R)-2-Methyl-pyrrolidin-1-yl)-propoxy]-3,4-dihydro-2H-2,4a,5-triaza-fluoren-1-one). The yield is 32.0%. As a reaction SMILES: [CH3:1][C@H:2]1[CH2:6][CH2:5][CH2:4][N:3]1[CH2:7][CH2:8][CH2:9][O:10][C:11]1[CH:23]=[C:22]2[C:14]([N:15]3[C:20](=[CH:21]2)[C:19](=[O:24])[NH:18][CH2:17][CH2:16]3)=[N:13][CH:12]=1.C[C@@H]1CCCN1>>[CH3:1][C@@H:2]1[CH2:6][CH2:5][CH2:4][N:3]1[CH2:7][CH2:8][CH2:9][O:10][C:11]1[CH:23]=[C:22]2[C:14]([N:15]3[C:20](=[CH:21]2)[C:19](=[O:24])[NH:18][CH2:17][CH2:16]3)=[N:13][CH:12]=1. Reported procedure: The title compound was synthesized in analogy to example 2, from 7-(3-chloro-propoxy)-3,4-dihydro-2H-2,4a,5-triaza-fluoren-1-one (example 85, intermediate) and (R)-2-methylpyrrolidine (commercially available), to give the desired product as a colorless solid (32%). The reactants are C(CCCCC)S (Hexanethiol), TEA, C([C@@H](O)C)(=O)OC ((S)-Methyl lactate), S(=O)(=O)(C(F)(F)F)OS(=O)(=O)C(F)(F)F (triflic anhydride), N1=C(C=CC=C1C)C (2,6-lutidine). Solvent: CC#N (CH3CN). The product is COC([C@H](C)CCCCCC)=S ((R)-methyl-2-hexylthiopropionate). Yield: 86.5%. As a reaction SMILES: [C:1]([O:6][CH3:7])(=O)[C@H:2]([CH3:4])O.S(OS(C(F)(F)F)(=O)=O)(C(F)(F)F)(=O)=O.N1[C:28]([CH3:29])=[CH:27][CH:26]=[CH:25][C:24]=1C.C([SH:37])CCCCC>CC#N>[CH3:7][O:6][C:1](=[S:37])[C@@H:2]([CH2:24][CH2:25][CH2:26][CH2:27][CH2:28][CH3:29])[CH3:4]. Procedure: (S)-Methyl lactate (0.571 g, 5.27 mmol) was carried through the reaction sequence of Example 5 with triflic anhydride (1.02 ml, 6.05 mmol) and 2,6-lutidine (0.71 ml, 6.05 mmol) in 11 ml of CH3CN. Hexanethiol (1.02 ml, 6.84 mmol) and TEA (1.91 ml, 13.7 mmol) were added and the workup described in Example 5 followed by purification by silica gel chromatography using 25 to 1 hexane to ethyl acetate as eluent gave (R)-methyl-2-hexylthiopropionate as a clear yellow oil (0.933 g, 4.56 mmol, 86%). [α]D... The reactants are C1CCOC1, CC(=O)OC(C)=O, CN(C)c1ccncc1, CC(O)C1CN(C(=O)c2cccc3ccccc23)CC1CN1CCC(c2ccc(F)cc2)CC1, c1ccncc1. Yields the product CC(=O)OC(C)C1CN(C(=O)c2cccc3ccccc23)CC1CN1CCC(c2ccc(F)cc2)CC1. RXN SMILES: [CH2:57]1[O:58][CH2:59][CH2:60][CH2:61]1.[CH3:35][C:36](=[O:37])[O:38][C:39](=[O:40])[CH3:41].[CH3:48][N:49]([c:50]1[cH:51][cH:52][n:53][cH:54][cH:55]1)[CH3:56].[c:1]1([C:11](=[O:12])[N:13]2[CH2:14][CH:15]([CH2:21][N:22]3[CH2:23][CH2:24][CH:25]([c:28]4[cH:29][cH:30][c:31]([F:34])[cH:32][cH:33]4)[CH2:26][CH2:27]3)[CH:16]([CH:18]([CH3:19])[OH:20])[CH2:17]2)[cH:2][cH:3][cH:4][c:5]2[cH:6][cH:7][cH:8][cH:9][c:10]12.[cH:42]1[cH:43][cH:44][n:45][cH:46][cH:47]1>>[c:1]1([C:11](=[O:12])[N:13]2[CH2:14][CH:15]([CH2:21][N:22]3[CH2:23][CH2:24][CH:25]([c:28]4[cH:29][cH:30][c:31]([F:34])[cH:32][cH:33]4)[CH2:26][CH2:27]3)[CH:16]([CH:18]([CH3:19])[O:20][C:36]([CH3:35])=[O:37])[CH2:17]2)[cH:2][cH:3][cH:4][c:5]2[cH:6][cH:7][cH:8][cH:9][c:10]12. Starting materials: C(C)OC(C1=CC=C(C=C1)OCC(C1CCCCC1)N1C(=NC2=C1C=C(C(=C2)F)F)C2=CC=C(C=C2)Cl)=O (4-{2-[2-(4-chloro-phenyl)-5,6-difluoro-benzoimidazol-1-yl]-2-cyclohexyl-ethoxy}-benzoic acid ethyl ester), O.[OH-].[Li+] (lithium hydroxide monohydrate), O (water). The solvent is O1CCOCC1 (dioxane), O1CCOCC1 (dioxane). Run at temperature 100 celsius, time 2 hour. The product is ClC1=CC=C(C=C1)C1=NC2=C(N1C(COC1=CC=C(C(=O)O)C=C1)C1CCCCC1)C=C(C(=C2)F)F (4-{2-[2-(4-Chloro-phenyl)-5,6-difluoro-benzoimidazol-1-yl]-2-cyclohexyl-ethoxy}-benzoic acid). Isolated yield 94.0%. Reaction SMILES: C([O:3][C:4](=[O:38])[C:5]1[CH:10]=[CH:9][C:8]([O:11][CH2:12][CH:13]([N:20]2[C:24]3[CH:25]=[C:26]([F:30])[C:27]([F:29])=[CH:28][C:23]=3[N:22]=[C:21]2[C:31]2[CH:36]=[CH:35][C:34]([Cl:37])=[CH:33][CH:32]=2)[CH:14]2[CH2:19][CH2:18][CH2:17][CH2:16][CH2:15]2)=[CH:7][CH:6]=1)C.O.[OH-].[Li+].O>O1CCOCC1>[Cl:37][C:34]1[CH:33]=[CH:32][C:31]([C:21]2[N:20]([CH:13]([CH:14]3[CH2:19][CH2:18][CH2:17][CH2:16][CH2:15]3)[CH2:12][O:11][C:8]3[CH:9]=[CH:10][C:5]([C:4]([OH:38])=[O:3])=[CH:6][CH:7]=3)[C:24]3[CH:25]=[C:26]([F:30])[C:27]([F:29])=[CH:28][C:23]=3[N:22]=2)=[CH:36][CH:35]=1 |f:1.2.3|. Procedure details: To the solution of 0.22 g (0.4 mmol) 4-{2-[2-(4-chloro-phenyl)-5,6-difluoro-benzoimidazol-1-yl]-2-cyclohexyl-ethoxy}-benzoic acid ethyl ester in 3 mL dioxane, 50 mg (1.2 mmol) lithium hydroxide monohydrate and 3 mL water were added and the solution was stirred for 2 h at 100° C. After cooling to room temperature dioxane was evaporated and 7.6 mL 1N hydrochloric acid was added under stirring. The resulting suspension was filtered, thoroughly washed with water and the filter cake dried under high ...